From a dataset of the Open Reaction Database (ORD), a public repository of structured organic reaction records. describe an organic reaction: reactants, conditions, products, and yield Starting materials: C(C=C)C#C[SiH](C(C)C)C(C)C (Allyldiisopropylsilyl Acetylene), C(C=C)[Mg]Br (allyl magnesium bromide). Product: C=C(CC)C#C[SiH](C(C)C)C(C)C ((1-methylenepropyl)diisopropylsilyl Acetylene). Reaction SMILES: [CH2:1]([C:4]#[C:5][SiH:6]([CH:10]([CH3:12])[CH3:11])[CH:7]([CH3:9])[CH3:8])[CH:2]=[CH2:3].[CH2:13]([Mg]Br)C=C>>[CH2:13]=[C:1]([C:4]#[C:5][SiH:6]([CH:10]([CH3:12])[CH3:11])[CH:7]([CH3:8])[CH3:9])[CH2:2][CH3:3]. Reported procedure: This material was synthesized by methods identical to those used to prepare allyldiisopropylsilyl acetylene (Example 1), simply substituting 2-lithio-1-butene (generated in situ by treating 2-bromo-1-butene with n-BuLi in tetrahydrofuran at −78° C.) for allyl magnesium bromide. 1H-NMR (200 MHz, CDCl3) δ=5.76 (q, J=1.2 Hz, 1H), 5.55 (quint, J=1.2 Hz, 1H), 2.41 (s, 1H), 1.06 (br. s, 14H), 2.19 (q, t, J=9.5, 1.2 Hz, 2H), 1.10 (t, J=9 Hz, 3H). Starting materials: C1OC=2C=C3C=C(N(C3=CC2O1)S(=O)(=O)C1=CC=CC=C1)S(=O)(=O)Cl (5,6-methylenedioxy-1-benzenesulfonylindole-2-sulfonyl chloride), [OH-].[NH4+] (ammonium hydorxide). Reaction SMILES: [CH2:1]1[O:12][C:11]2[CH:10]=[C:9]3[C:5]([CH:6]=[C:7]([S:22](Cl)(=[O:24])=[O:23])[N:8]3[S:13]([C:16]3[CH:21]=[CH:20][CH:19]=[CH:18][CH:17]=3)(=[O:15])=[O:14])=[CH:4][C:3]=2[O:2]1.[OH-].[NH4+:27]>CC(C)=O>[CH2:1]1[O:12][C:11]2[CH:10]=[C:9]3[C:5]([CH:6]=[C:7]([S:22](=[O:24])(=[O:23])[NH2:27])[N:8]3[S:13]([C:16]3[CH:21]=[CH:20][CH:19]=[CH:18][CH:17]=3)(=[O:15])=[O:14])=[CH:4][C:3]=2[O:2]1 |f:1.2|. Reported procedure: A solution of 5,6-methylenedioxy-1-benzenesulfonylindole-2-sulfonyl chloride (3.66 gm, 9.15 mmol) in acetone (35 ml) was added dropwise to a solution of concentrated ammonium hydorxide (5 ml) in acetone (20 ml) which was cooled in an ice bath. After 1 hour the reaction was warmed to room temperature and the solvent was evaporated. The residue was suspended in cold water and crystalline solid was collected by filtration. This solid was dissolved in ethyl acetate, dried (anhydrous Na2SO4), evapora... Yields the product C1OC=2C=C3C=C(N(C3=CC2O1)S(=O)(=O)C1=CC=CC=C1)S(N)(=O)=O (5,6-Methylenedioxy-1-benzenesulfonyl-2-sulfamoylindole). The solvent is CC(=O)C (acetone), CC(=O)C (acetone). The reactants are CO, Nc1c(Cl)cccc1[N+](=O)[O-]. Product: Nc1cccc(Cl)c1N. As a reaction SMILES: [CH3:12][OH:13].[Cl:1][c:2]1[c:3]([NH2:4])[c:5]([N+:9]([O-:10])=[O:11])[cH:6][cH:7][cH:8]1>>[Cl:1][c:2]1[c:3]([NH2:4])[c:5]([NH2:9])[cH:6][cH:7][cH:8]1. Starting materials: [H-].[Na+] (Sodium hydride), ClC1=NC=CC(=C1)C#N (2-chloro-4-cyanopyridine), C(C1=CC=CC=C1)O (Benzyl alcohol), C(C)(=O)OCC (ethyl acetate). The solvent is O1CCCC1 (tetrahydrofuran), O (water), O1CCCC1 (tetrahydrofuran). Reaction conditions: time 30 minute. Product: C(C1=CC=CC=C1)OC=1C=C(C#N)C=CN1 (2-Benzyloxyisonicotinonitrile). Isolated yield 60.7%. RXN SMILES: [H-].[Na+].[CH2:3]([OH:10])[C:4]1[CH:9]=[CH:8][CH:7]=[CH:6][CH:5]=1.Cl[C:12]1[CH:17]=[C:16]([C:18]#[N:19])[CH:15]=[CH:14][N:13]=1.C(OCC)(=O)C>O1CCCC1.O>[CH2:3]([O:10][C:12]1[CH:17]=[C:16]([CH:15]=[CH:14][N:13]=1)[C:18]#[N:19])[C:4]1[CH:9]=[CH:8][CH:7]=[CH:6][CH:5]=1 |f:0.1|. Procedure details: Sodium hydride (60% oil, 0.13 g, 3.3 mmol) was suspended in tetrahydrofuran (2 ml), Benzyl alcohol (0.30 g, 3.2 mmol) was added thereto and the mixture was stirred for 30 minutes. A solution of 2-chloro-4-cyanopyridine (0.40 g, 2.9 mmol) in tetrahydrofuran (1 ml) was added to the mixture and the mixture was refluxed for 6 hrs. The reaction mixture was combined with ethyl acetate and water and stirred. The organic layer was washed with saturated brine and dried over anhydrous magnesium sulfate. T... Reactants: NC=1C=C(C(N(C1)C)=O)C (5-amino-1,3-dimethylpyridin-2(1H)-one), FC(C=1C=C(C=O)C=CC1)(F)F (3-trifluormethylbenzaldehyde), CCOC(=O)C(=O)CC(=O)C (ethyl acetopyruvate). Product: C(C)(=O)C1C(C(N(C1C1=CC(=CC=C1)C(F)(F)F)C1=CN(C(C(=C1)C)=O)C)=O)=O (4-acetyl-1-(1,5-dimethyl-6-oxo-1,6-dihydropyridin-3-yl)-5-(3-(trifluoromethyl)phenyl)-pyrrolidine-2,3-dione). Reaction SMILES: [NH2:1][C:2]1[CH:3]=[C:4]([CH3:10])[C:5](=[O:9])[N:6]([CH3:8])[CH:7]=1.[F:11][C:12]([F:22])([F:21])[C:13]1[CH:14]=[C:15]([CH:18]=[CH:19][CH:20]=1)[CH:16]=O.CC[O:25][C:26]([C:28]([CH2:30][C:31]([CH3:33])=[O:32])=[O:29])=O>>[C:31]([CH:30]1[CH:16]([C:15]2[CH:18]=[CH:19][CH:20]=[C:13]([C:12]([F:22])([F:21])[F:11])[CH:14]=2)[N:1]([C:2]2[CH:3]=[C:4]([CH3:10])[C:5](=[O:9])[N:6]([CH3:8])[CH:7]=2)[C:26](=[O:25])[C:28]1=[O:29])(=[O:32])[CH3:33]. Procedure: The title compound was prepared in analogy to the procedure described in Step 57.1 using 5-amino-1,3-dimethylpyridin-2(1H)-one (Step 20.2), 3-trifluormethylbenzaldehyde and ethyl acetopyruvate. tR: 0.76 min (LC-MS 2); ESI-MS: 407 [M+H]+ (LC-MS 2); ESI-MS: 405 [M−H]− (LC-MS 2). Reactants: C(CC)(=O)O.C(CC)(=O)O.O[C@@H]1[C@]2(C)[C@@H](CC1)[C@@H]1CCC3=CC(C[C@@H]([C@]3(CO)[C@H]1CC2)C)=O (17β,19-dihydroxy-1α-methyl-4-androsten-3-one dipropionate), C([O-])([O-])=O.[Na+].[Na+] (sodium carbonate). Run in CO (methanol). The product is O[C@@H]1[C@]2(C)[C@@H](CC1)[C@@H]1CCC3=CC(C[C@@H]([C@]3(CO)[C@H]1CC2)C)=O (17β,19-dihydroxy-1α-methyl-4-androsten-3-one). Reaction SMILES: C(O)(=O)CC.C(O)(=O)CC.[OH:11][C@H:12]1[CH2:17][CH2:16][C@H:15]2[C@H:18]3[C@H:29]([CH2:30][CH2:31][C@:13]12[CH3:14])[C@:26]1([CH2:27][OH:28])[C:21](=[CH:22][C:23](=[O:33])[CH2:24][C@@H:25]1[CH3:32])[CH2:20][CH2:19]3.C(=O)([O-])[O-].[Na+].[Na+]>CO>[OH:11][C@H:12]1[CH2:17][CH2:16][C@H:15]2[C@H:18]3[C@H:29]([CH2:30][CH2:31][C@:13]12[CH3:14])[C@:26]1([CH2:27][OH:28])[C:21](=[CH:22][C:23](=[O:33])[CH2:24][C@@H:25]1[CH3:32])[CH2:20][CH2:19]3 |f:0.1.2,3.4.5|. Procedure details: A solution of 17β,19-dihydroxy-1α-methyl-4-androsten-3-one dipropionate in methanol is refluxed for two hours with aqueous sodium carbonate. The solvent is removed and the residue dissolved in chloroform. The chloroform solution is washed well with water, dried over magnesium sulfate and evaporated under vacuum. The residue which remains in crystallized from acetonitrile to yield 17β,19-dihydroxy-1α-methyl-4-androsten-3-one. Reactants: O=C([O-])O, CC#N, O=S(=O)(c1ccc(C(CC2CCOCC2)c2ccc(-c3nnc(CO)s3)[nH]2)cc1)C1CC1, [Na+]. Yields the product O=Cc1nnc(-c2ccc(C(CC3CCOCC3)c3ccc(S(=O)(=O)C4CC4)cc3)[nH]2)s1. As a reaction SMILES: [C:33](=[O:34])([O-:35])[OH:36].[CH3:38][C:39]#[N:40].[CH:1]1([S:4](=[O:5])(=[O:6])[c:7]2[cH:8][cH:9][c:10]([CH:13]([CH2:14][CH:15]3[CH2:16][CH2:17][O:18][CH2:19][CH2:20]3)[c:21]3[cH:22][cH:23][c:24](-[c:26]4[n:27][n:28][c:29]([CH2:31][OH:32])[s:30]4)[nH:25]3)[cH:11][cH:12]2)[CH2:2][CH2:3]1.[Na+:37]>>[CH:1]1([S:4](=[O:5])(=[O:6])[c:7]2[cH:8][cH:9][c:10]([CH:13]([CH2:14][CH:15]3[CH2:16][CH2:17][O:18][CH2:19][CH2:20]3)[c:21]3[cH:22][cH:23][c:24](-[c:26]4[n:27][n:28][c:29]([CH:31]=[O:32])[s:30]4)[nH:25]3)[cH:11][cH:12]2)[CH2:2][CH2:3]1. Starting materials: C(C)(C)(C)OC(C1=CC(=NC(=C1)CC(C)C)CC)=O (2-ethyl-6-isobutyl-isonicotinic acid tert-butyl ester), Cl (HCl). The product is Cl.C(C)C=1C=C(C(=O)O)C=C(N1)CC(C)C (2-ethyl-6-isobutyl-isonicotinic acid hydrochloride). As a reaction SMILES: C([O:5][C:6](=[O:19])[C:7]1[CH:12]=[C:11]([CH2:13][CH:14]([CH3:16])[CH3:15])[N:10]=[C:9]([CH2:17][CH3:18])[CH:8]=1)(C)(C)C.[ClH:20]>>[ClH:20].[CH2:17]([C:9]1[CH:8]=[C:7]([CH:12]=[C:11]([CH2:13][CH:14]([CH3:15])[CH3:16])[N:10]=1)[C:6]([OH:19])=[O:5])[CH3:18] |f:2.3|. Procedure details: A solution of 2-ethyl-6-isobutyl-isonicotinic acid tert-butyl ester (391 mg, 1.49 mmol) in 6 N aq. HCl (15 mL) is stirred at 65° C. for 2 days before the solvent is evaporated. The residue is dried under HV to give 2-ethyl-6-isobutyl-isonicotinic acid hydrochloride (334 mg) as a colourless solid, LC-MS: tR=0.58 min, [M+1]+=208.04. Reactants: CN(C)C=O, CC(=O)[O-], ClC(Cl)Cl, ClCCCl, [Na+], O=P(Cl)(Cl)Cl, c1c[nH]c(-c2cnco2)c1. Product: O=Cc1ccc(-c2cnco2)[nH]1. Reaction SMILES: [CH3:1][N:2]([CH:3]=[O:4])[CH3:5].[CH3:22][C:23](=[O:24])[O-:25].[CH:30]([Cl:31])([Cl:32])[Cl:33].[Cl:26][CH2:27][CH2:28][Cl:29].[Na+:21].[P:6]([Cl:7])([Cl:8])([Cl:9])=[O:10].[nH:11]1[c:12](-[c:16]2[cH:17][n:18][cH:19][o:20]2)[cH:13][cH:14][cH:15]1>>[CH:3](=[O:4])[c:15]1[nH:11][c:12](-[c:16]2[cH:17][n:18][cH:19][o:20]2)[cH:13][cH:14]1.